This data is from the Open Reaction Database (ORD), a public repository of structured organic reaction records. The task is: describe an organic reaction: reactants, conditions, products, and yield The reactants are COC1=CC2=C(C(=CO2)CCI)C=C1 (2-(6-methoxy-1-benzofuran-3-yl)ethyl iodide), C(C)(C)N(C(C)C)CC (N,N-diisopropylethylamine), CS(=O)C (DMSO), N1CCC(=CC1)N1C=CC2=CC=CC=C12 ((1,2,3,6-tetrahydro-4-pyridinyl)-1H-indole). Product: COC1=CC2=C(C(=CO2)CCN2CCC(=CC2)C2=CNC3=CC=CC=C23)C=C1 (3-{1-[2-(6-methoxy-1-benzofuran-3-yl)ethyl]-1,2,3,6-tetrahydro-4-pyridinyl}-1H-indole). RXN SMILES: [CH3:1][O:2][C:3]1[CH:14]=[CH:13][C:6]2[C:7]([CH2:10][CH2:11]I)=[CH:8][O:9][C:5]=2[CH:4]=1.N1CC=C([N:21]2[C:29]3[C:24](=[CH:25][CH:26]=[CH:27][CH:28]=3)[CH:23]=[CH:22]2)CC1.C([N:33]([CH2:37][CH3:38])[CH:34]([CH3:36])C)(C)C.[CH3:39]S(C)=O>>[CH3:1][O:2][C:3]1[CH:14]=[CH:13][C:6]2[C:7]([CH2:10][CH2:11][N:33]3[CH2:34][CH:36]=[C:39]([C:23]4[C:24]5[C:29](=[CH:28][CH:27]=[CH:26][CH:25]=5)[NH:21][CH:22]=4)[CH2:38][CH2:37]3)=[CH:8][O:9][C:5]=2[CH:4]=1. Reported procedure: A mixture of 2-(6-methoxy-1-benzofuran-3-yl)ethyl iodide (301 mg. 1 mmol) (obtained by the above mentioned process) and 3 (1,2,3,6-tetrahydro-4-pyridinyl)-1H-indole (198 mg, 1 mmol) was heated at 120° C. in DMSO in the presence of N,N-diisopropylethylamine (5 ml, excess) for 24 hrs. At the end, the reaction mixture was quenched with water and extracted with chloroform. The organic layer was washed with water and dried over anhydrous MgSO4 and concentrated to dryness. The dark colored solid was p...